From a dataset of the Open Reaction Database (ORD), a public repository of structured organic reaction records. describe an organic reaction: reactants, conditions, products, and yield Starting materials: C(C1=C(C=C(N(C)C)C=C1)Br)C1=C(C=C(N(C)C)C=C1)Br (4,4′-methylene-bis(3-bromo-N,N-dimethylaniline)), [Li]C(C)CC (sec-BuLi), C1CCOC1 (THF), [Ge](C)(C)(Cl)Cl (GeMe2Cl2), C1CCOC1 (THF). Run at time 30 minute. Yields the product CN(C=1C=CC2=C([Ge](C3=C(C2=O)C=CC(=C3)N(C)C)(C)C)C1)C (3,7-bis(dimethylamino)-5,5-dimethyldibenzo[b,e]germin-10(5H)-one). Reaction SMILES: [CH2:1]([C:12]1[CH:20]=[CH:19][C:15]([N:16]([CH3:18])[CH3:17])=[CH:14][C:13]=1Br)[C:2]1[CH:10]=[CH:9][C:5]([N:6]([CH3:8])[CH3:7])=[CH:4][C:3]=1Br.[Li]C(CC)C.[Ge:27](Cl)(Cl)([CH3:29])[CH3:28].C1C[O:35]CC1>>[CH3:17][N:16]([CH3:18])[C:15]1[CH:19]=[CH:20][C:12]2[C:1](=[O:35])[C:2]3[CH:10]=[CH:9][C:5]([N:6]([CH3:8])[CH3:7])=[CH:4][C:3]=3[Ge:27]([CH3:29])([CH3:28])[C:13]=2[CH:14]=1. Procedure: To the solution of 4,4′-methylene-bis(3-bromo-N,N-dimethylaniline) (2.0 g, 4.85 mmol) in anhydrous THF (50 mL), 1.4 M sec-BuLi (12.13 mmol) at −78° C. was added, and the mixture stirred for 30 min. At the same temperature, a solution of GeMe2Cl2 (1.26 g, 7.28 mmol) in anhydrous THF (15 mL) was slowly added. The mixture was warmed to room temperature and stirred for 1 h. The reaction was quenched by addition of 2 N HCl (7 ml), and the mixture neutralized with NaHCO3 and extracted with CH2Cl2. The... The reactants are CC(C(=O)O)c1ccc2c(c1)Cc1ccccc1-2, CC(=O)O, O=[N+]([O-])O. The product is CC(C(=O)O)c1ccc2c(c1)Cc1cc([N+](=O)[O-])ccc1-2. RXN SMILES: [CH3:1][CH:2]([C:3](=[O:4])[OH:5])[c:6]1[cH:7][c:8]2[c:16]([cH:17][cH:18]1)-[c:15]1[c:10]([cH:11][cH:12][cH:13][cH:14]1)[CH2:9]2.[CH3:23][C:24](=[O:25])[OH:26].[OH:19][N+:20]([O-:21])=[O:22]>>[CH3:1][CH:2]([C:3](=[O:4])[OH:5])[c:6]1[cH:7][c:8]2[c:16]([cH:17][cH:18]1)-[c:15]1[c:10]([cH:11][c:12]([N+:20](=[O:19])[O-:21])[cH:13][cH:14]1)[CH2:9]2. The reactants are BrC1=CC(=C(C=C1NS(=O)(=O)CC)N1C(N(C(=CC1=O)C(F)(F)F)C)=O)F (3-(4-bromo-5-ethylsulfonylamino-2-fluorophenyl)-1-methyl-6-trifluoromethyl-2,4(1H,3H)pyrimidinedione), C(C)C=1C=CC(=NC1)C (5-ethyl-2-picoline). Reagents/catalysts: [C-]#N.[Zn+2].[C-]#N (zinc cyanide), C=1C=CC(=CC1)[P](C=2C=CC=CC2)(C=3C=CC=CC3)[Pd]([P](C=4C=CC=CC4)(C=5C=CC=CC5)C=6C=CC=CC6)([P](C=7C=CC=CC7)(C=8C=CC=CC8)C=9C=CC=CC9)[P](C=1C=CC=CC1)(C=1C=CC=CC1)C=1C=CC=CC1 (tetrakis(triphenylphosphine)palladium). Reaction conditions: temperature 80 celsius, time 3.5 hour. The product is C(#N)C1=CC(=C(C=C1NS(=O)(=O)CC)N1C(N(C(=CC1=O)C(F)(F)F)C)=O)F (3-(4-cyano-5-ethylsulfonylamino-2-fluorophenyl)-1-methyl-6-trifluoromethyl-2,4(1H,3H)-pyrimidinedione). Yield: 94.0%. Reaction SMILES: Br[C:2]1[C:7]([NH:8][S:9]([CH2:12][CH3:13])(=[O:11])=[O:10])=[CH:6][C:5]([N:14]2[C:19](=[O:20])[CH:18]=[C:17]([C:21]([F:24])([F:23])[F:22])[N:16]([CH3:25])[C:15]2=[O:26])=[C:4]([F:27])[CH:3]=1.C(C1C=C[C:33](C)=[N:34]C=1)C>[C-]#N.[Zn+2].[C-]#N.C1C=CC([P]([Pd]([P](C2C=CC=CC=2)(C2C=CC=CC=2)C2C=CC=CC=2)([P](C2C=CC=CC=2)(C2C=CC=CC=2)C2C=CC=CC=2)[P](C2C=CC=CC=2)(C2C=CC=CC=2)C2C=CC=CC=2)(C2C=CC=CC=2)C2C=CC=CC=2)=CC=1>[C:33]([C:2]1[C:7]([NH:8][S:9]([CH2:12][CH3:13])(=[O:11])=[O:10])=[CH:6][C:5]([N:14]2[C:19](=[O:20])[CH:18]=[C:17]([C:21]([F:22])([F:23])[F:24])[N:16]([CH3:25])[C:15]2=[O:26])=[C:4]([F:27])[CH:3]=1)#[N:34] |f:2.3.4,^1:45,47,66,85|. Procedure details: 2.0 g (4.2 mmol) of 3-(4-bromo-5-ethylsulfonylamino-2-fluorophenyl)-1-methyl-6-trifluoromethyl-2,4(1H,3H)pyrimidinedione, 0.3 g of zinc cyanide and 0.5 g of tetrakis(triphenylphosphine)palladium were added to 10 g of 5-ethyl-2-picoline and the mixture was stirred at 80° C. under an argon atmosphere for 3.5 hours. After the reaction was completed, 94% of the title compound was detected as the relative area value in liquid chromatography. Reactants: BrCC1=C(C(=O)OC)C=C(C=C1)F (Methyl 2-(bromomethyl)-5-fluorobenzoate), [H-].[Na+] (NaH), N(C(=O)OC(C)(C)C)C(=O)OC(C)(C)C (di-tert-butyl iminodicarboxylate). The solvent is CN(C)C=O (DMF), CN(C)C=O (DMF), CN(C)C=O (DMF). The product is C(C)(C)(C)OC(=O)N(C(=O)OC(C)(C)C)CC1=C(C(=O)OC)C=C(C=C1)F (Methyl 2-{[bis(tert-butoxycarbonyl)amino]methyl}-5-fluorobenzoate). As a reaction SMILES: [NH:1]([C:9]([O:11][C:12]([CH3:15])([CH3:14])[CH3:13])=[O:10])[C:2]([O:4][C:5]([CH3:8])([CH3:7])[CH3:6])=[O:3].[H-].[Na+].Br[CH2:19][C:20]1[CH:29]=[CH:28][C:27]([F:30])=[CH:26][C:21]=1[C:22]([O:24][CH3:25])=[O:23]>CN(C=O)C>[C:12]([O:11][C:9]([N:1]([CH2:19][C:20]1[CH:29]=[CH:28][C:27]([F:30])=[CH:26][C:21]=1[C:22]([O:24][CH3:25])=[O:23])[C:2]([O:4][C:5]([CH3:6])([CH3:7])[CH3:8])=[O:3])=[O:10])([CH3:15])([CH3:14])[CH3:13] |f:1.2|. Reported procedure: In a dry flask under nitrogen, di-tert-butyl iminodicarboxylate (Aldrich, 3.86 g, 17.8 mmol) was dissolved in dry DMF (5 mL) and treated with NaH (60% dispersion in oil, 0.71 g, 17.8 mmol). After the evolution of gas had ceased, Methyl 2-(bromomethyl)-5-fluorobenzoate (4 g, 16.2 mmole) dissolved in DMF (5 mL) was added. An additional 5 mL of DMF was added to aid stirring. The reaction was stirred for 2 hrs, then partitioned between water and EtOAc. The organic layer was dried with Na2SO4, filter... Reported procedure: To 20.35 g of 1,1,1-trichloro-2-hydroxy-4-methyl-4-pentene was added 23.8 g of thionyl chloride. The resulting solution was heated at 80°-90° for one hour. After cooling, the excess thionyl chloride was removed under reduced pressure. The residue was fractionally distilled. A fraction weighing 5.9 g; bp, 100°/2.8 mm, was analyzed by vapor phase chromatography and mass spectrometry. The major component of the fraction was identified as 1,1,1-trichloro-4-methyl-4-penten-2-yl chlorosulfinate. Yields the product ClS(=O)OC(C(Cl)(Cl)Cl)CC(=C)C (1,1,1-trichloro-4-methyl-4-penten-2-yl chlorosulfinate). Starting materials: ClC(C(CC(=C)C)O)(Cl)Cl (1,1,1-trichloro-2-hydroxy-4-methyl-4-pentene), S(=O)(Cl)Cl (thionyl chloride). As a reaction SMILES: [Cl:1][C:2]([Cl:10])([Cl:9])[CH:3]([OH:8])[CH2:4][C:5]([CH3:7])=[CH2:6].[S:11](Cl)([Cl:13])=[O:12]>>[Cl:13][S:11]([O:8][CH:3]([CH2:4][C:5]([CH3:7])=[CH2:6])[C:2]([Cl:10])([Cl:9])[Cl:1])=[O:12]. The reactants are N1C(C2(C3=CC=CC=C13)COC1=CC3=C(OCCO3)C=C12)=O (2,3-dihydrospiro[furo[2,3-g][1,4]benzodioxine-8,3′-indol]-2′(1′H)-one), BrCC1OCCCC1 (2-(bromomethyl)tetrahydro-2H-pyran), 5,6-dihydrospiro[benzo[1,2-b:5,4-b′]difuran-3,3′-indol]-2″(1′H)-one, BrCC=1OC(=CC1)C(F)(F)F (2-(bromomethyl)-5-(trifluoromethyl)furan). Product: FC(C1=CC=C(O1)CN1C([C@]2(C3=CC=CC=C13)COC1=CC3=C(OCCO3)C=C12)=O)(F)F ((S)-1′-{[5-(trifluoromethyl)furan-2-yl]methyl}-2,3-dihydrospiro[furo[2,3-g][1,4]benzodioxine-8,3′-indol]-2′(1′H)-one). RXN SMILES: [NH:1]1[C:9]2[C:4](=[CH:5][CH:6]=[CH:7][CH:8]=2)[C:3]2([C:21]3[C:12](=[CH:13][C:14]4[O:19][CH2:18][CH2:17][O:16][C:15]=4[CH:20]=3)[O:11][CH2:10]2)[C:2]1=[O:22].Br[CH2:24][C:25]1[O:26][C:27]([C:30]([F:33])([F:32])[F:31])=[CH:28][CH:29]=1.BrCC1CCCCO1>>[F:31][C:30]([F:33])([F:32])[C:27]1[O:26][C:25]([CH2:24][N:1]2[C:9]3[C:4](=[CH:5][CH:6]=[CH:7][CH:8]=3)[C@@:3]3([C:21]4[C:12](=[CH:13][C:14]5[O:19][CH2:18][CH2:17][O:16][C:15]=5[CH:20]=4)[O:11][CH2:10]3)[C:2]2=[O:22])=[CH:29][CH:28]=1. Procedure details: Following the procedure as described in EXAMPLE 4 and making non-critical variations using (S)-(2,3-dihydrospiro[furo[2,3-g][1,4]benzodioxine-8,3′-indol]-2′(1′H)-one to replace 5,6-dihydrospiro[benzo[1,2-b:5,4-b′]difuran-3,3′-indol]-2″(1′H)-one, and 2-(bromomethyl)-5-(trifluoromethyl)furan to replace 2-(bromomethyl)tetrahydro-2H-pyran, (S)-1′-{[5-(trifluoromethyl)furan-2-yl]methyl}-2,3-dihydrospiro[furo[2,3-g][1,4]benzodioxine-8,3′-indol]-2′(1′H)-one was obtained (95%) as a colorless solid: mp 5... As a reaction SMILES: [CH2:1]([N:3]1[C:12]2[C:7](=[CH:8][C:9]([F:15])=[C:10](F)[C:11]=2[F:13])[C:6](=[O:16])[C:5]([C:17]([OH:19])=[O:18])=[CH:4]1)[CH3:2].[F:20][CH2:21][CH:22]1[NH:27][CH2:26][CH2:25][NH:24][CH2:23]1>N1C=CC=CC=1>[CH2:1]([N:3]1[C:12]2[C:7](=[CH:8][C:9]([F:15])=[C:10]([N:24]3[CH2:25][CH2:26][NH:27][CH:22]([CH2:21][F:20])[CH2:23]3)[C:11]=2[F:13])[C:6](=[O:16])[C:5]([C:17]([OH:19])=[O:18])=[CH:4]1)[CH3:2]. Reactants: C(C)N1C=C(C(C2=CC(=C(C(=C12)F)F)F)=O)C(=O)O (1-ethyl-1,4-dihydro-6,7,8-trifluoro-4-oxo-3-quinolinecarboxylic acid), FCC1CNCCN1 (racemic 3-fluoromethylpiperazine). Yield: 55.2%. The solvent is N1=CC=CC=C1 (pyridine). Procedure details: A mixture of 500 mg of 1-ethyl-1,4-dihydro-6,7,8-trifluoro-4-oxo-3-quinolinecarboxylic acid, 650 mg of racemic 3-fluoromethylpiperazine and 5 ml of pyridine was stirred at 80° C. in a sealed bottle under nitrogen for 2.5 hours. The solvents were removed and the residue triturated with methanol. The solid was collected, washed with methanol and dried, giving 376 mg of the desired product, mp 230°-235° C. (dec.). Yields the product C(C)N1C=C(C(C2=CC(=C(C(=C12)F)N1CC(NCC1)CF)F)=O)C(=O)O ((racemic)-N-Ethyl-6,8-difluoro-7-[3-(fluoromethyl)-1-piperazinyl]-1,4-dihydro-4-oxo-3-quinolinecarboxylic acid). Conditions: temperature 80 celsius, time 2.5 hour. Starting materials: CCO, Cc1ccc(S(=O)(=O)OC(C)COc2c([N+](=O)[O-])ccc(F)c2F)cc1. Product: Cc1ccc(S(=O)(=O)OC(C)COc2c(N)ccc(F)c2F)cc1. As a reaction SMILES: [CH3:27][CH2:28][OH:29].[F:1][c:2]1[c:3]([O:12][CH2:13][CH:14]([CH3:15])[O:16][S:17](=[O:18])(=[O:19])[c:20]2[cH:21][cH:22][c:23]([CH3:26])[cH:24][cH:25]2)[c:4]([N+:9]([O-:10])=[O:11])[cH:5][cH:6][c:7]1[F:8]>>[F:1][c:2]1[c:3]([O:12][CH2:13][CH:14]([CH3:15])[O:16][S:17](=[O:18])(=[O:19])[c:20]2[cH:21][cH:22][c:23]([CH3:26])[cH:24][cH:25]2)[c:4]([NH2:9])[cH:5][cH:6][c:7]1[F:8]. Reactants: CC(C)C[Al+]CC(C)C, C=CCN1NC(C)=C2N=C(c3ccccc3Cl)c3cc(OC)c(C(F)(F)F)cc3N=C21, [H-], COc1cc(C(=O)c2ccccc2Cl)c(N)cc1C(F)(F)F, C=CCn1nc(C)c(N)c1Cl. The product is COc1cc2c(cc1C(F)(F)F)N=C1NNC(C)=C1N=C2c1ccccc1Cl. RXN SMILES: [CH2:66]([Al+:67][CH2:68][CH:69]([CH3:70])[CH3:71])[CH:72]([CH3:73])[CH3:74].[Cl:34][c:35]1[c:36]([C:41]2=[N:42][C:43]3=[C:60]([CH3:61])[NH:59][N:58]([CH2:62][CH:63]=[CH2:64])[C:44]3=[N:45][c:46]3[c:47]2[cH:48][c:49]([O:56][CH3:57])[c:50]([C:52]([F:53])([F:54])[F:55])[cH:51]3)[cH:37][cH:38][cH:39][cH:40]1.[H-:65].[NH2:1][c:2]1[cH:3][c:4]([C:5]([F:6])([F:7])[F:8])[c:9]([O:10][CH3:11])[cH:12][c:13]1[C:14]([c:15]1[cH:16][cH:17][cH:18][cH:19][c:20]1[Cl:21])=[O:22].[NH2:23][c:24]1[c:25]([CH3:26])[n:27][n:28]([CH2:29][CH:30]=[CH2:31])[c:32]1[Cl:33]>>[Cl:34][c:35]1[c:36]([C:41]2=[N:42][C:43]3=[C:60]([CH3:61])[NH:59][NH:58][C:44]3=[N:45][c:46]3[c:47]2[cH:48][c:49]([O:56][CH3:57])[c:50]([C:52]([F:53])([F:54])[F:55])[cH:51]3)[cH:37][cH:38][cH:39][cH:40]1. The reactants are C(C)(C)(C)OC(NC[C@@H]1CC[C@@H](CC1)O)=O (tert-butyl-N-[(cis-4-hydroxycyclohexyl)methyl]carbamate), FC=1C=CC=C2C(=CC=NC12)O (8-Fluoroquinolin-4-ol), C1(=CC=CC=C1)P(C1=CC=CC=C1)C1=CC=CC=C1 (triphenylphosphine), CC(C)OC(=O)/N=N/C(=O)OC(C)C (DIAD). The solvent is O1CCCC1 (tetrahydrofuran), O (water). Run at time 8 hour. Yields the product C(C)(C)(C)OC(NC[C@@H]1CC[C@H](CC1)OC1=CC=NC2=C(C=CC=C12)F)=O (tert-butyl-N-({trans-4-[(8-fluoroquinolin-4-yl)oxy]cyclohexyl}methyl)carbamate). Yield: 42.0%. As a reaction SMILES: [F:1][C:2]1[CH:3]=[CH:4][CH:5]=[C:6]2[C:11]=1[N:10]=[CH:9][CH:8]=[C:7]2[OH:12].C1(P(C2C=CC=CC=2)C2C=CC=CC=2)C=CC=CC=1.CC(OC(/N=N/C(OC(C)C)=O)=O)C.[C:46]([O:50][C:51](=[O:61])[NH:52][CH2:53][C@H:54]1[CH2:59][CH2:58][C@@H:57](O)[CH2:56][CH2:55]1)([CH3:49])([CH3:48])[CH3:47]>O1CCCC1.O>[C:46]([O:50][C:51](=[O:61])[NH:52][CH2:53][C@H:54]1[CH2:55][CH2:56][C@H:57]([O:12][C:7]2[C:6]3[C:11](=[C:2]([F:1])[CH:3]=[CH:4][CH:5]=3)[N:10]=[CH:9][CH:8]=2)[CH2:58][CH2:59]1)([CH3:49])([CH3:47])[CH3:48]. Reported procedure: 8-Fluoroquinolin-4-ol (948 mg, 5.81 mmol), triphenylphosphine (1.52 g, 5.81 mmol) and DIAD (1.17 g, 5.81 mmol) were dissolved in tetrahydrofuran (140 mL). After adding tert-butyl-N-[(cis-4-hydroxycyclohexyl)methyl]carbamate (1.11 g, 4.84 mmol), the reaction mixture was stirred overnight at room temperature. The reaction mixture was diluted with water, extracted with ethyl acetate and the combined organic phases were dried over sodium sulphate. After removal of the solvent residues and chromatogr...